Dataset: the Open Reaction Database (ORD), a public repository of structured organic reaction records. Task: describe an organic reaction: reactants, conditions, products, and yield The reactants are NC([C@H](CC1=CC=C(C=C1)O)NC([C@H](C)NC([C@H](C)NC(C(C(C)C)NC=1SC(=CN1)C=O)=O)=O)=O)=O (N-((S)-1-((S)-1-((S)-1-Amino-3-(4-hydroxyphenyl)-1-oxopropan-2-ylamino)-1-oxopropan-2-ylamino)-1-oxopropan-2-yl)-2-(5-formylthiazol-2-ylamino)-3-methylbutanamide), [BH4-].[Na+] (sodium borohydride). Run in CCO.O (EtOH H2O). Run at time 1.5 hour. The product is NC([C@H](CC1=CC=C(C=C1)O)NC([C@H](C)NC([C@H](C)NC(C(C(C)C)NC=1SC(=CN1)CO)=O)=O)=O)=O (N-((S)-1-((S)-1-((S)-1-Amino-3-(4-hydroxyphenyl)-1-oxopropan-2-ylamino)-1-oxopropan-2-ylamino)-1-oxopropan-2-yl)-2-(5-(hydroxymethyl)thiazol-2-ylamino)-3-methylbutanamide). RXN SMILES: [NH2:1][C:2](=[O:37])[C@@H:3]([NH:12][C:13](=[O:36])[C@@H:14]([NH:16][C:17](=[O:35])[C@@H:18]([NH:20][C:21](=[O:34])[CH:22]([NH:26][C:27]1[S:28][C:29]([CH:32]=[O:33])=[CH:30][N:31]=1)[CH:23]([CH3:25])[CH3:24])[CH3:19])[CH3:15])[CH2:4][C:5]1[CH:10]=[CH:9][C:8]([OH:11])=[CH:7][CH:6]=1.[BH4-].[Na+]>CCO.O>[NH2:1][C:2](=[O:37])[C@@H:3]([NH:12][C:13](=[O:36])[C@@H:14]([NH:16][C:17](=[O:35])[C@@H:18]([NH:20][C:21](=[O:34])[CH:22]([NH:26][C:27]1[S:28][C:29]([CH2:32][OH:33])=[CH:30][N:31]=1)[CH:23]([CH3:24])[CH3:25])[CH3:19])[CH3:15])[CH2:4][C:5]1[CH:6]=[CH:7][C:8]([OH:11])=[CH:9][CH:10]=1 |f:1.2,3.4|. Procedure details: To a solution of the material from Example 21 (21.5 mg, 0.033 mmol) in EtOH/H2O (4:1) (2.5 mL) is added sodium borohydride (8.35 mg, 0.221 mmol) in 2 portions, separated by ˜5 min and the resulting off white slurry is allowed to stir at room temp for 1.5 h. The reaction is quenched with MeOH (750 μlit) and evaporated to dryness under a gentle stream of N2 to give the title compound that is used directly in the next step. LC/MS (Condition A): ret. T=1.74 min, (M+H)+ 535. Reactants: COC(C1=C(C=C(C=C1)C1=C(C(=NC=C1)CC)C#CC=1C=NC(=CC1)N)OC)=O (4-[3-(6-Amino-pyridin-3-ylethynyl)-2-ethyl-pyridin-4-yl]-2-methoxy-benzoic acid methyl ester), [OH-].[Na+] (NaOH). The solvent is C1CCOC1 (THF). Product: NC1=CC=C(C=N1)C#CC=1C(=NC=CC1C1=CC(=C(C(=O)O)C=C1)OC)CC (4-[3-(6-Amino-pyridin-3-ylethynyl)-2-ethyl-pyridin-4-yl]-2-methoxy-benzoic acid). As a reaction SMILES: C[O:2][C:3](=[O:29])[C:4]1[CH:9]=[CH:8][C:7]([C:10]2[CH:15]=[CH:14][N:13]=[C:12]([CH2:16][CH3:17])[C:11]=2[C:18]#[C:19][C:20]2[CH:21]=[N:22][C:23]([NH2:26])=[CH:24][CH:25]=2)=[CH:6][C:5]=1[O:27][CH3:28].[OH-].[Na+]>C1COCC1>[NH2:26][C:23]1[N:22]=[CH:21][C:20]([C:19]#[C:18][C:11]2[C:12]([CH2:16][CH3:17])=[N:13][CH:14]=[CH:15][C:10]=2[C:7]2[CH:8]=[CH:9][C:4]([C:3]([OH:29])=[O:2])=[C:5]([O:27][CH3:28])[CH:6]=2)=[CH:25][CH:24]=1 |f:1.2|. Procedure details: The title compound is synthesized according to general procedure GP4 starting from 1.07 g (2.77 mmol) 4-[3-(6-Amino-pyridin-3-ylethynyl)-2-ethyl-pyridin-4-yl]-2-methoxy-benzoic acid methyl ester (A-41) using 2.4 mL (2.4 mmoL) 1N NaOH in 30 mL THF. The reaction mixture is stirred over night, after complete consumption of the starting material the pH is adjusted to 4 (using 1N HCl). As no precipitate is formed, the aqueous phase is extracted with DCM. However, the product precipitates upon additio... The reactants are COC(C1=CN=C(C=C1)NC(CSC1N(C(C(=C1C)C)=O)CC1=CC=C(C=C1)OC)=O)=O (6-{2-[1-(4-Methoxybenzyl)-3,4-dimethyl-5-oxo-2,5-dihydro-1H-pyrrol-2-ylsulfanyl]-acetylamino}-nicotinic acid methyl ester), CC=1C=CC(=NC1)N (5-methylpyridin-2-ylamine). Yields the product COC1=CC=C(CN2C(C(=C(C2=O)C)C)SCC(=O)NC2=NC=C(C=C2)C)C=C1 (2-[1-(4-Methoxy-benzyl)-3,4-dimethyl-5-oxo-2,5-dihydro-1H-pyrrol-2-ylsulfanyl]-N-(5-methyl-pyridin-2-yl)-acetamide). As a reaction SMILES: CO[C:3](=O)[C:4]1[CH:9]=[CH:8][C:7]([NH:10][C:11](=[O:31])[CH2:12][S:13][CH:14]2[C:18]([CH3:19])=[C:17]([CH3:20])[C:16](=[O:21])[N:15]2[CH2:22][C:23]2[CH:28]=[CH:27][C:26]([O:29][CH3:30])=[CH:25][CH:24]=2)=[N:6][CH:5]=1.CC1C=CC(N)=NC=1>>[CH3:30][O:29][C:26]1[CH:25]=[CH:24][C:23]([CH2:22][N:15]2[C:16](=[O:21])[C:17]([CH3:20])=[C:18]([CH3:19])[CH:14]2[S:13][CH2:12][C:11]([NH:10][C:7]2[CH:8]=[CH:9][C:4]([CH3:3])=[CH:5][N:6]=2)=[O:31])=[CH:28][CH:27]=1. Procedure details: The product from Example 1, Part C and 5-methylpyridin-2-ylamine were reacted as described in Example 5. After evaporation of the reaction solvent the residue was partitioned between water and EtOAc, and the organic phase was washed with EtOAc. The combined organics were washed with brine, dried (Na2SO4), filtered, and evaporated. The title compound was obtained by silica gel chromatography. 1H NMR (400 MHz, CDCl3) δ 8.43 (br s, 1H), 8.09 (m, 1H), 8.02 (d, J=9 Hz, 1H), 7.51 (m, 1H), 7.21 (d, J=9... Starting materials: C(C)(=O)[O-].[Na+] (Sodium acetate), BrCC1=C(C(=O)OC)C=C(C=C1)CBr (methyl 2,5-bis(bromomethyl)benzoate), [Cl-].[NH4+] (ammonium chloride). Solvent: CS(=O)C (dimethyl sulfoxide). Reaction conditions: time 1 hour. Product: C(C)(=O)OCC1=C(C(=O)OC)C=C(C=C1)COC(C)=O (Methyl 2,5-bis(acetoxymethyl)benzoate). The yield is 70.1%. Reaction SMILES: [C:1]([O-:4])(=[O:3])[CH3:2].[Na+].Br[CH2:7][C:8]1[CH:17]=[CH:16][C:15]([CH2:18]Br)=[CH:14][C:9]=1[C:10]([O:12][CH3:13])=[O:11].[Cl-].[NH4+]>CS(C)=O>[C:1]([O:4][CH2:7][C:8]1[CH:17]=[CH:16][C:15]([CH2:18][O:4][C:1](=[O:3])[CH3:2])=[CH:14][C:9]=1[C:10]([O:12][CH3:13])=[O:11])(=[O:3])[CH3:2] |f:0.1,3.4|. Reported procedure: Sodium acetate (10.4 g, 126.8 mmol) was added to a solution of methyl 2,5-bis(bromomethyl)benzoate (described in J. Am. Chem. Soc., 121, 1192 (1999); 12.65 g, 39.3 mmol) in dimethyl sulfoxide (80 ml), and the mixture was stirred at room temperature for 1 hour. After a saturated aqueous solution of ammonium chloride (150 ml) was added thereto, the product was extracted with ethyl acetate. The organic layer was washed with water and then with a saturated aqueous solution of sodium chloride, and th...